The task is: describe an organic reaction: reactants, conditions, products, and yield. This data is from the Open Reaction Database (ORD), a public repository of structured organic reaction records. The reactants are COC1=CC=CC(=N1)C(=O)O (6-methoxypicolinic acid), [H-].[Al+3].[Li+].[H-].[H-].[H-] (lithium aluminum hydride), [C@@H]([C@H](C(=O)[O-])O)(C(=O)[O-])O.[Na+].[K+] (Rochelle's salt). Run in O1CCCC1 (tetrahydrofuran). Run at temperature 0 celsius, time 30 minute. The product is COC1=CC=CC(=N1)CO ((6-methoxypyridin-2-yl)methanol). Isolated yield 69.0%. As a reaction SMILES: [CH3:1][O:2][C:3]1[N:8]=[C:7]([C:9](O)=[O:10])[CH:6]=[CH:5][CH:4]=1.[H-].[Al+3].[Li+].[H-].[H-].[H-].[C@H](O)(C([O-])=O)[C@@H](O)C([O-])=O.[Na+].[K+]>O1CCCC1>[CH3:1][O:2][C:3]1[N:8]=[C:7]([CH2:9][OH:10])[CH:6]=[CH:5][CH:4]=1 |f:1.2.3.4.5.6,7.8.9|. Procedure details: A cold solution of 6-methoxypicolinic acid (1.8 g, 11.8 mmol) in tetrahydrofuran (0.3M, 40 mL) was treated with lithium aluminum hydride (11.8 mL, 11.8 mmol) at 0° C. This mixture was stirred at 0° C. for 30 minutes, poured into a beaker containing aqueous saturated Rochelle's salt and stirring at ambient temperature continued for 1 hour. The product was extracted from EtOAc, dried (phase separator silicone treated filter paper) paper, concentrated (1.13 g, 69% yield) as a clear oil. Starting materials: Cc1ccccc1, Cn1ccnc1, FC(F)(F)c1ccc(CBr)cc1. Yields the product [Br-], Cn1cc[n+](Cc2ccc(C(F)(F)F)cc2)c1. Reaction SMILES: [CH3:19][c:20]1[cH:21][cH:22][cH:23][cH:24][cH:25]1.[CH3:1][n:2]1[cH:3][n:4][cH:5][cH:6]1.[F:7][C:8]([c:9]1[cH:10][cH:11][c:12]([CH2:13][Br:14])[cH:15][cH:16]1)([F:17])[F:18]>>[Br-:14].[CH3:1][n:2]1[cH:3][n+:4]([CH2:13][c:12]2[cH:11][cH:10][c:9]([C:8]([F:7])([F:17])[F:18])[cH:16][cH:15]2)[cH:5][cH:6]1. Reactants: CCO, COc1cccc(C)c1[N+](=O)[O-]. The product is COc1cccc(C)c1N. RXN SMILES: [CH3:13][CH2:14][OH:15].[CH3:1][O:2][c:3]1[c:4]([N+:10]([O-:11])=[O:12])[c:5]([CH3:9])[cH:6][cH:7][cH:8]1>>[CH3:1][O:2][c:3]1[c:4]([NH2:10])[c:5]([CH3:9])[cH:6][cH:7][cH:8]1. Starting materials: C(C)(C)NC(C)C (diisopropyl amine), CI (methyl iodide), [Li]CCCC (n-BuLi), N1=CC=CC2=CC(=CC=C12)CC(=O)OC (methyl 2-(quinolin-6-yl)acetate). Solvent: C1CCOC1 (THF). Run at temperature -78 celsius, time 30 minute. Yields the product N1=CC=CC2=CC(=CC=C12)C(C(=O)OC)C (methyl 2-(quinolin-6-yl)propanoate). RXN SMILES: [CH:1](NC(C)C)(C)C.[Li]CCCC.[N:13]1[C:22]2[C:17](=[CH:18][C:19]([CH2:23][C:24]([O:26][CH3:27])=[O:25])=[CH:20][CH:21]=2)[CH:16]=[CH:15][CH:14]=1.CI>C1COCC1>[N:13]1[C:22]2[C:17](=[CH:18][C:19]([CH:23]([CH3:1])[C:24]([O:26][CH3:27])=[O:25])=[CH:20][CH:21]=2)[CH:16]=[CH:15][CH:14]=1. Procedure details: THF (5 ml) was taken in a RBF, diisopropyl amine (0.19 ml, 1.29 mmol) was added and cooled to −78° C. under nitrogen atmosphere. Then n-BuLi (0.8 ml, 1.29 mmol) was added and stirred at same temperature for 30 mins. At this stage methyl 2-(quinolin-6-yl)acetate (0.2 g, 0.99 mmol) was added and stirred at −78° C. for 30 mins. Then methyl iodide (0.17 g, 1.2 mmol) was added and stirred at −78° C. for 30 mins and then slowly brought to rt. At rt the reaction mixture was allowed to stir overnight. T... Starting materials: C(C)(C)(C)OC(=O)N1CCNCC1 (1-tertbutoxycarbonylpiperazine), ClCC1CC1 (chloromethyl cyclopropane), C([O-])([O-])=O.[K+].[K+] (potassium carbonate). Solvent: ClCCl (dichloromethane), ClCCl (dichloromethane). The product is C(C)(C)(C)OC(=O)N1CCN(CC1)CC1CC1 (1-tertbutoxycarbonyl-4-(cyclopropylmethyl)piperazine), white solid. The yield is 79.0%. As a reaction SMILES: [C:1]([O:5][C:6]([N:8]1[CH2:13][CH2:12][NH:11][CH2:10][CH2:9]1)=[O:7])([CH3:4])([CH3:3])[CH3:2].C(=O)([O-])[O-].[K+].[K+].Cl[CH2:21][CH:22]1[CH2:24][CH2:23]1>ClCCl>[C:1]([O:5][C:6]([N:8]1[CH2:13][CH2:12][N:11]([CH2:21][CH:22]2[CH2:24][CH2:23]2)[CH2:10][CH2:9]1)=[O:7])([CH3:4])([CH3:2])[CH3:3] |f:1.2.3|. Procedure details: 1-Tertbutoxycarbonylpiperazine (6a) (1.86 g, 10 mmol) was dissolved in dichloromethane (20 mL), and anhydrous potassium carbonate (829 mg, 6 mmol) was added. The dichloromethane solution of chloromethyl cyclopropane (7a) (1.1 mL, 12 mmol) was added dropwise, and reacted overnight at room temperature, after that, the reaction mixture was washed with water. The water layer was extracted with dichloromethane for twice, the organic phases were combined, washed successively with 50 mL saturated sodiu... Reactants: [H-].C(C(C)C)[Al+]CC(C)C (diisobutyl aluminum hydride), N1=C(C=CC2=CC=CC=C12)COC=1C=C(C=CC2=CC=C(C(=O)OC)C=C2)C=CC1 (methyl 4-(3-(2-quinolinylmethyloxy)styryl)benzoate). The solvent is CCCCCC (hexane), C1CCOC1 (THF). Run at temperature 0 celsius, time 40 minute. Product: N1=C(C=CC2=CC=CC=C12)COC=1C=C(C=CC2=CC=C(C=O)C=C2)C=CC1 (4-(3-(2-quinolinylmethyloxy)styryl)benzaldehyde). RXN SMILES: [H-].C([Al+]CC(C)C)C(C)C.[N:11]1[C:20]2[C:15](=[CH:16][CH:17]=[CH:18][CH:19]=2)[CH:14]=[CH:13][C:12]=1[CH2:21][O:22][C:23]1[CH:24]=[C:25]([CH:38]=[CH:39][CH:40]=1)[CH:26]=[CH:27][C:28]1[CH:37]=[CH:36][C:31]([C:32](OC)=[O:33])=[CH:30][CH:29]=1>CCCCCC.C1COCC1>[N:11]1[C:20]2[C:15](=[CH:16][CH:17]=[CH:18][CH:19]=2)[CH:14]=[CH:13][C:12]=1[CH2:21][O:22][C:23]1[CH:24]=[C:25]([CH:38]=[CH:39][CH:40]=1)[CH:26]=[CH:27][C:28]1[CH:29]=[CH:30][C:31]([CH:32]=[O:33])=[CH:36][CH:37]=1 |f:0.1|. Procedure: A solution of diisobutyl aluminum hydride (0.01 mol) in hexane is added dropwise to a solution of methyl 4-(3-(2-quinolinylmethyloxy)styryl)benzoate (0.01 mol) in 100 ml of THF at 0° C. The reaction mixture is stirred at 0° C. for 40 minutes and then quenched with methanol and Rochelle salt. Extraction with ethyl acetate and purified by column chromatography gives 4-(3-(2-quinolinylmethyloxy)styryl)benzaldehyde.